From a dataset of the Open Reaction Database (ORD), a public repository of structured organic reaction records. describe an organic reaction: reactants, conditions, products, and yield The reactants are BrC1=CC=CC(=N1)C(=O)O (6-bromo-pyridine-2-carboxylic acid), N1CCCC1 (pyrrolidine). Yields the product BrC1=CC=CC(=N1)C(=O)N1CCCC1 ((6-Bromo-pyridin-2-yl)-pyrrolidin-1-yl-methanone). RXN SMILES: [Br:1][C:2]1[N:7]=[C:6]([C:8]([OH:10])=O)[CH:5]=[CH:4][CH:3]=1.[NH:11]1[CH2:15][CH2:14][CH2:13][CH2:12]1>>[Br:1][C:2]1[N:7]=[C:6]([C:8]([N:11]2[CH2:15][CH2:14][CH2:13][CH2:12]2)=[O:10])[CH:5]=[CH:4][CH:3]=1. Procedure: Prepared according to the procedure described in Example 121, Step 1, using 6-bromo-pyridine-2-carboxylic acid and pyrrolidine. Starting materials: NC=1C=CC=2C(N3C(=NC2C1)C(CC3)=CC3=CC=CC=C3)=O (6-amino-3-benzylidene-1,2,3,9-tetrahydro-pyrrolo[2,1-b]quinazoline-9-one), Cl/C=1/C(=O)OC(\C1\Cl)=O (2,3-dichloro-maleic anhydride). Solvent: O1CCCC1 (tetrahydrofuran). Run at time 3 hour. Product: C(C1=CC=CC=C1)=C1CCN2C1=NC=1C=C(C=CC1C2=O)NC(=O)/C(=C(\C(=O)O)/Cl)/Cl ((Z)-3-[N-(3-benzylidene-9-oxo-1,2,3,9-tetrahydro-pyrrolo[2,1-b]quinazolin-6-yl)-aminocarbonyl]-2,3-dichloro-2-propenoic acid). Yield: 31.7%. Reaction SMILES: [NH2:1][C:2]1[CH:3]=[CH:4][C:5]2[C:6](=[O:22])[N:7]3[CH2:14][CH2:13][C:12](=[CH:15][C:16]4[CH:21]=[CH:20][CH:19]=[CH:18][CH:17]=4)[C:8]3=[N:9][C:10]=2[CH:11]=1.[Cl:23][C:24]1[C:25]([O:27][C:28](=[O:31])[C:29]=1[Cl:30])=[O:26]>O1CCCC1>[CH:15](=[C:12]1[C:8]2=[N:9][C:10]3[CH:11]=[C:2]([NH:1][C:28](/[C:29](/[Cl:30])=[C:24](/[Cl:23])\[C:25]([OH:27])=[O:26])=[O:31])[CH:3]=[CH:4][C:5]=3[C:6](=[O:22])[N:7]2[CH2:14][CH2:13]1)[C:16]1[CH:21]=[CH:20][CH:19]=[CH:18][CH:17]=1. Procedure details: 6-amino-3-benzylidene-1,2,3,9-tetrahydro-pyrrolo[2,1-b]quinazoline-9-one (2 g) was reacted with 2,3-dichloro-maleic anhydride (3.46 g) in tetrahydrofuran (130 ml) under stirring at the reflux temperature for 3 hours. After cooling the solution was evaporated in vacuo to dryness: the residue was suspended in hot ethyl acetate and filtered. Crystallization from CH2Cl2 -ethyl acetate gave 1 g of (Z)-3-[N-(3-benzylidene-9-oxo-1,2,3,9-tetrahydro-pyrrolo[2,1-b]quinazolin-6-yl)-aminocarbonyl]-2,3-dichl...